From a dataset of the Open Reaction Database (ORD), a public repository of structured organic reaction records. describe an organic reaction: reactants, conditions, products, and yield Starting materials: CC(=O)OCC(=O)C1(O[Si](C)(C)C)C(C)CC2C3CCC4=CC(=O)C=CC4(C)C3(F)C(O[Si](C)(C)C)CC21C, CCCC[N+](CCCC)(CCCC)CCCC, CC(=O)O, [F-], C1CCOC1. Product: CC(=O)OCC(=O)C1(O)C(C)CC2C3CCC4=CC(=O)C=CC4(C)C3(F)C(O[Si](C)(C)C)CC21C. Reaction SMILES: [C:1]([CH3:2])(=[O:3])[O:4][CH2:5][C:6]([C:7]1([O:34][Si:35]([CH3:36])([CH3:37])[CH3:38])[CH:8]([CH3:33])[CH2:9][CH:10]2[CH:11]3[CH2:12][CH2:13][C:14]4=[CH:15][C:16](=[O:32])[CH:17]=[CH:18][C:19]4([CH3:20])[C:21]3([F:31])[CH:22]([O:26][Si:27]([CH3:28])([CH3:29])[CH3:30])[CH2:23][C:24]12[CH3:25])=[O:39].[CH2:45]([N+:46]([CH2:47][CH2:48][CH2:49][CH3:50])([CH2:51][CH2:52][CH2:53][CH3:54])[CH2:55][CH2:56][CH2:57][CH3:58])[CH2:59][CH2:60][CH3:61].[CH3:40][C:41](=[O:42])[OH:43].[F-:44].[O:62]1[CH2:63][CH2:64][CH2:65][CH2:66]1>>[C:1]([CH3:2])(=[O:3])[O:4][CH2:5][C:6]([C:7]1([OH:34])[CH:8]([CH3:33])[CH2:9][CH:10]2[CH:11]3[CH2:12][CH2:13][C:14]4=[CH:15][C:16](=[O:32])[CH:17]=[CH:18][C:19]4([CH3:20])[C:21]3([F:31])[CH:22]([O:26][Si:27]([CH3:28])([CH3:29])[CH3:30])[CH2:23][C:24]12[CH3:25])=[O:39]. Reactants: CCCCc1oc2ccccc2c1C(=O)Nc1ccc2c(Br)c(OC(Cc3ccccc3)C(=O)OC)ccc2c1, CO, [Na+], [OH-], O. The product is CCCCc1oc2ccccc2c1C(=O)Nc1ccc2c(Br)c(OC(Cc3ccccc3)C(=O)O)ccc2c1. RXN SMILES: [CH3:1][O:2][C:3]([CH:4]([CH2:5][c:6]1[cH:7][cH:8][cH:9][cH:10][cH:11]1)[O:12][c:13]1[c:14]([Br:39])[c:15]2[cH:16][cH:17][c:18]([NH:23][C:24](=[O:25])[c:26]3[c:27]([CH2:35][CH2:36][CH2:37][CH3:38])[o:28][c:29]4[c:30]3[cH:31][cH:32][cH:33][cH:34]4)[cH:19][c:20]2[cH:21][cH:22]1)=[O:40].[CH3:44][OH:45].[Na+:42].[OH-:41].[OH2:43]>>[O:2]=[C:3]([CH:4]([CH2:5][c:6]1[cH:7][cH:8][cH:9][cH:10][cH:11]1)[O:12][c:13]1[c:14]([Br:39])[c:15]2[cH:16][cH:17][c:18]([NH:23][C:24](=[O:25])[c:26]3[c:27]([CH2:35][CH2:36][CH2:37][CH3:38])[o:28][c:29]4[c:30]3[cH:31][cH:32][cH:33][cH:34]4)[cH:19][c:20]2[cH:21][cH:22]1)[OH:40].